Dataset: the Open Reaction Database (ORD), a public repository of structured organic reaction records. Task: describe an organic reaction: reactants, conditions, products, and yield The reactants are Cl.C(C1=CN=CC=C1)(=N)N (nicotinamidine hydrochloride), [Na] (sodium), COC(C(=CO)C(OC)OC)=O (2-dimethoxymethyl-3-hydroxy-acrylic acid methyl ester), O (water). Run in CN(C)C=O (DMF). Reaction conditions: temperature 100 celsius. Yields the product COC(=O)C=1C=NC(=NC1)C=1C=NC=CC1 (2-pyridin-3-yl-pyrimidine-5-carboxylic acid methyl ester). Yield: 51.2%. Reaction SMILES: Cl.[C:2]([NH2:10])(=[NH:9])[C:3]1[CH:8]=[CH:7][CH:6]=[N:5][CH:4]=1.[Na].[CH3:12][O:13][C:14](=[O:23])[C:15]([CH:18](OC)OC)=[CH:16]O.O>CN(C=O)C>[CH3:12][O:13][C:14]([C:15]1[CH:16]=[N:9][C:2]([C:3]2[CH:4]=[N:5][CH:6]=[CH:7][CH:8]=2)=[N:10][CH:18]=1)=[O:23] |f:0.1,^1:10|. Procedure details: To a solution of nicotinamidine hydrochloride (1 g, 6.35 mmol) in anhydrous DMF (12 mL) is added sodium salt of 2-dimethoxymethyl-3-hydroxy-acrylic acid methyl ester (1.46 g, 7.36 mmol) and the reaction mixture is heated at 100° C. under N2 for 3 hours. After this time the reaction is cooled to room temperature and water (48 mL) is added. The precipitate is collected by filtration, washed with water and vacuum dried to afford 2-pyridin-3-yl-pyrimidine-5-carboxylic acid methyl ester (0.7 g, 51%)....